This data is from the Open Reaction Database (ORD), a public repository of structured organic reaction records. The task is: describe an organic reaction: reactants, conditions, products, and yield The reactants are residue, FC(C1=CC=C(OC2CCN(CC2)S(=O)(=O)C2(CCN(CC2)C2=NC=CC(=N2)C(F)(F)F)C(=O)OC)C=C1)(F)F (methyl 4-[[4-[4-(trifluoromethyl)phenoxy]-1-piperidinyl]-sulfonyl]-1-[4-(trifluoromethyl)-2-pyrimidinyl]-4-piperidinecarboxylate), C([O-])([O-])=O.[K+].[K+] (potassium carbonate), ClC1=NC=CC(=N1)C(F)(F)F (2-chloro-4-trifluoromethylpyrimidine), N1(CCCCC1)S(=O)(=O)N (piperidine sulfonamide), C(=O)[O-].[NH4+] (ammonium formate). Solvent: CN(C=O)C (dimethylformamide), CO (methanol). Run at temperature 70 celsius, time 3 hour. Yields the product N1=C(N=CC=C1)NS(=O)(=O)N1CCCCC1 (N-pyrimidinyl piperidine sulfonamide). Yield: 76.0%. As a reaction SMILES: FC(F)(F)C1C=CC(OC2CCN(S(C3(C(OC)=O)CCN([C:23]4[N:28]=[C:27](C(F)(F)F)[CH:26]=[CH:25][N:24]=4)CC3)(=O)=O)CC2)=CC=1.[N:41]1([S:47]([NH2:50])(=[O:49])=[O:48])[CH2:46][CH2:45][CH2:44][CH2:43][CH2:42]1.C([O-])=O.[NH4+].C(=O)([O-])[O-].[K+].[K+].ClC1N=C(C(F)(F)F)C=CN=1>CO.CN(C)C=O>[N:24]1[CH:25]=[CH:26][CH:27]=[N:28][C:23]=1[NH:50][S:47]([N:41]1[CH2:46][CH2:45][CH2:44][CH2:43][CH2:42]1)(=[O:49])=[O:48] |f:2.3,4.5.6|. Procedure details: Part G: Preparation of methyl 4-[[4-[4-(trifluoromethyl)phenoxy]-1-piperidinyl]-sulfonyl]-1-[4-(trifluoromethyl)-2-pyrimidinyl]-4-piperidinecarboxylate. To a slurry of the piperidine sulfonamide from part F (6.3 g, 12.0 mmol) in methanol (25 mL) was added ammonium formate (2.2 g, 34.5 mmol). The system was purged with nitrogen for 10 min. The nitrogen stream was removed and palladium on carbon (1.2 g of 10 weight % on activated carbon, 50% water) was added. The reaction was refluxed for forty fi... The reactants are N (ammonia), C[Si](N[Si](C)(C)C)(C)C (hexamethyldisilazane), [N+](=O)([O-])C1=CC=C(C(=O)N)C=C1 (4-nitrobenzamide), C=1C=C2C=CC=C3C2=C(C1)C(=O)NC3=O (1.8-naphthalimide), N (ammonia). Reaction SMILES: [CH3:1][Si:2]([CH3:9])([CH3:8])[NH:3][Si](C)(C)C.[N+:10]([C:13]1[CH:21]=[CH:20][C:16]([C:17](N)=[O:18])=[CH:15][CH:14]=1)([O-:12])=[O:11].C1C=C2C3=C(C(NC(=O)C3=CC=C2)=O)C=1.N>C(OCCCC)(=O)C>[CH3:1][Si:2]([CH3:9])([CH3:8])[NH:3][C:17](=[O:18])[C:16]1[CH:15]=[CH:14][C:13]([N+:10]([O-:12])=[O:11])=[CH:21][CH:20]=1. Procedure: 4.5 ml of hexamethyldisilazane (22 mmoles) were added to a refluxing mixture of 5.0 g (30.1 mmoles) of 4-nitrobenzamide, 100 mg (0.5 mmole) of 1.8-naphthalimide and 20 ml of butyl acetate and the calculated amount of ammonia was evolved after refluxing for 35 minutes. The same experiment without catalyst was carried out and only 16% of the theoretical amount of ammonia was evolved after refluxing for 15 minutes. After refluxing for 1 hour, 83% of that amount of evolved. The product is C[Si](NC(C1=CC=C(C=C1)[N+](=O)[O-])=O)(C)C (N-trimethylsilyl-4-nitrobenzamide). Run in C(C)(=O)OCCCC (butyl acetate). The reactants are S(=O)(=O)(C1=CC=C(C)C=C1)OCCCCCCCCCCCCCCCCCCCC(=O)OC (methyl 20-tosyloxyeicosanoate), C1(C=2C(C(N1)=O)=CC=CC2)=O.[K] (potassium phthalimide). The solvent is CN(C=O)C (N,N-dimethylformamide), CN(C=O)C (N,N-dimethylformamide). Run at temperature 110 celsius, time 2 hour. Product: C1(C=2C(C(N1CCCCCCCCCCCCCCCCCCCC(=O)OC)=O)=CC=CC2)=O (methyl 20-phthalimidoeicosanoate). The yield is 94.6%. Reaction SMILES: [C:1]1(=[O:11])[NH:5][C:4](=[O:6])[C:3]2=[CH:7][CH:8]=[CH:9][CH:10]=[C:2]12.[K].S(O[CH2:24][CH2:25][CH2:26][CH2:27][CH2:28][CH2:29][CH2:30][CH2:31][CH2:32][CH2:33][CH2:34][CH2:35][CH2:36][CH2:37][CH2:38][CH2:39][CH2:40][CH2:41][CH2:42][C:43]([O:45][CH3:46])=[O:44])(C1C=CC(C)=CC=1)(=O)=O>CN(C)C=O>[C:1]1(=[O:11])[N:5]([CH2:24][CH2:25][CH2:26][CH2:27][CH2:28][CH2:29][CH2:30][CH2:31][CH2:32][CH2:33][CH2:34][CH2:35][CH2:36][CH2:37][CH2:38][CH2:39][CH2:40][CH2:41][CH2:42][C:43]([O:45][CH3:46])=[O:44])[C:4](=[O:6])[C:3]2=[CH:7][CH:8]=[CH:9][CH:10]=[C:2]12 |f:0.1,^1:11|. Procedure: A mixture of potassium phthalimide (5.59 g, 30.2 mmoles) and 200 ml of dried N,N-dimethylformamide was heated to 110° C. To this mixture was added dropwise methyl 20-tosyloxyeicosanoate (10.0 g, 20.1 mmoles) dissolved in 300 ml of N,N-dimethylformamide and the resulting mixture was heated at 110° C. with stirring for 2 hours. After the completion of the reaction, the reaction mixture was treated in the same manner as in Reference Example 2 to give methyl 20-phthalimidoeicosanoate (8.97 g, 95%) h...